This data is from the Open Reaction Database (ORD), a public repository of structured organic reaction records. The task is: describe an organic reaction: reactants, conditions, products, and yield Run at temperature 50 celsius. The product is CN(S(=O)(=O)C1=CC=C(C=C1)Cl)CCO (N-methyl-N-2-hydroxyethyl-p-chlorobenzenesulfonamide). As a reaction SMILES: [CH3:1][NH:2][CH2:3][CH2:4][OH:5].[Cl:6][C:7]1[CH:12]=[CH:11][C:10]([S:13](Cl)(=[O:15])=[O:14])=[CH:9][CH:8]=1>O1CCCC1>[CH3:1][N:2]([CH2:3][CH2:4][OH:5])[S:13]([C:10]1[CH:11]=[CH:12][C:7]([Cl:6])=[CH:8][CH:9]=1)(=[O:15])=[O:14]. The solvent is O1CCCC1 (tetrahydrofuran), O1CCCC1 (tetrahydrofuran). Reactants: ClC1=CC=C(C=C1)S(=O)(=O)Cl (p-chlorobenzenesulfonyl chloride), resultant mixture, CNCCO (N-methyl-ethanolamine). Procedure: To 20 parts of tetrahydrofuran is added 3.9 parts of N-methyl-ethanolamine. To this solution, 10 parts of tetrahydrofuran containing 5 parts of p-chlorobenzenesulfonyl chloride is added with stirring. After completion of the addition, the resultant mixture is stirred as it is for a while, and then heated for about 1 hour on a water bath at 50° C. to terminate the reaction. Then, the salt is removed by filtration, and the filtrate is freed from the solvent, whereby an oily substance is obtained. ... Reactants: CO, CCO, COC(=O)Cn1ccnc1[N+](=O)[O-], NCCO. Yields the product O=C(Cn1ccnc1[N+](=O)[O-])NCCO. As a reaction SMILES: [CH3:18][OH:19].[CH3:20][CH2:21][OH:22].[N+:1](=[O:2])([O-:3])[c:4]1[n:5]([CH2:9][C:10]([O:12][CH3:11])=[O:13])[cH:6][cH:7][n:8]1.[NH2:14][CH2:15][CH2:16][OH:17]>>[N+:1](=[O:2])([O-:3])[c:4]1[n:5]([CH2:9][C:10](=[O:12])[NH:14][CH2:15][CH2:16][OH:17])[cH:6][cH:7][n:8]1. The reactants are [H][H] (hydrogen), ClC1=NC=CC(=C1C(O)C=1C(=NC=CC1C(F)(F)F)Cl)C(F)(F)F (1,1-bis-(2-chloro-4-trifluoromethylpyrid-3-yl)methanol), [O-2].[Mg+2] (magnesium oxide). The reagents and catalysts are [Pd] (palladium on carbon). Solvent: C(Cl)Cl (methylene chloride), CO (methanol). Product: FC(C1=C(C=NC=C1)C(O)C=1C=NC=CC1C(F)(F)F)(F)F (1,1-bis-(4-trifluoromethylpyrid-3-yl)methanol). Isolated yield 80.6%. Reaction SMILES: Cl[C:2]1[C:7]([CH:8]([C:10]2[C:11](Cl)=[N:12][CH:13]=[CH:14][C:15]=2[C:16]([F:19])([F:18])[F:17])[OH:9])=[C:6]([C:21]([F:24])([F:23])[F:22])[CH:5]=[CH:4][N:3]=1.[O-2].[Mg+2].[H][H]>CO.[Pd].C(Cl)Cl>[F:19][C:16]([F:17])([F:18])[C:15]1[CH:14]=[CH:13][N:12]=[CH:11][C:10]=1[CH:8]([C:7]1[CH:2]=[N:3][CH:4]=[CH:5][C:6]=1[C:21]([F:22])([F:24])[F:23])[OH:9] |f:1.2|. Procedure: To a solution of 1.4 g of 1,1-bis-(2-chloro-4-trifluoromethylpyrid-3-yl)methanol in 12 ml of methanol were added 0.8 g of magnesium oxide and 0.3 g of 5% palladium on carbon. This mixture was then shaken on a Parr hydrogenation apparatus overnight under 50 psi of hydrogen. The palladium catalyst and magnesium oxide were removed via filtration through dicalite, and the methanol filtrate was concentrated in vacuo to afford 1.6 of a yellow solid. This solid was dissolved in 25 ml of methylene chlor... The reactants are C(C)[Si](CC)(CC)C#C (triethylsilylacetylene), [Li]CCCC (BuLi), CCCCCC (hexane), CON(C(=O)C1CCCCCC1)C (N-methoxy-N-methylcycloheptanecarboxamide). Solvent: C1CCOC1 (THF), C1CCOC1 (THF). Conditions: temperature -10 celsius, time 30 minute. The product is C1(CCCCCC1)C(C#C[Si](C)(C)C)=O (1-Cycloheptyl-3-(trimethylsilyl)-2-propyn-1-one), liquid. Yield: 72.0%. RXN SMILES: [CH2:1]([Si:3]([C:8]#[CH:9])([CH2:6]C)[CH2:4]C)C.[Li]CCCC.CCCCCC.CON(C)[C:24]([CH:26]1[CH2:32][CH2:31][CH2:30][CH2:29][CH2:28][CH2:27]1)=[O:25]>C1COCC1>[CH:26]1([C:24](=[O:25])[C:9]#[C:8][Si:3]([CH3:1])([CH3:4])[CH3:6])[CH2:32][CH2:31][CH2:30][CH2:29][CH2:28][CH2:27]1. Procedure details: To a solution of triethylsilylacetylene (4.78 ml, 14 mmol) in THF (10 ml) at −78° C. was added dropwise a solution of BuLi in hexane (8 ml, 13 mmol). After 30 minutes, the mixture was warmed to −10° C. and a solution of N-methoxy-N-methylcycloheptanecarboxamide (2 g, 10.8 mmol) in THF (10 ml) was added. The mixture was stirred for 30 minutes at −10° C., quenched by addition of aqueous saturated ammonium chloride, allowed to warm up to room temperature and diluted with ether. The layers were sepa... Starting materials: BrC1=CC=C2C(=NN(C2=C1)C1=CC=CC=C1)CC (6-bromo-3-ethyl-1-phenyl-1H-indazole), [Li]CCCC (n-BuLi), B(OCCC)(OCCC)OCCC (tripropyl borate). Run in O1CCCC1 (tetrahydrofuran), O1CCCC1 (tetrahydrofuran), O1CCCC1 (tetrahydrofuran). Reaction conditions: temperature -78 celsius, time 5 minute. Yields the product C(C)C1=NN(C2=CC(=CC=C12)B(O)O)C1=CC=CC=C1 (3-ethyl-1-phenyl-1H-indazol-6-ylboronic acid). Reaction SMILES: Br[C:2]1[CH:10]=[C:9]2[C:5]([C:6]([CH2:17][CH3:18])=[N:7][N:8]2[C:11]2[CH:16]=[CH:15][CH:14]=[CH:13][CH:12]=2)=[CH:4][CH:3]=1.[Li]CCCC.[B:24](OCCC)([O:29]CCC)[O:25]CCC>O1CCCC1>[CH2:17]([C:6]1[C:5]2[C:9](=[CH:10][C:2]([B:24]([OH:29])[OH:25])=[CH:3][CH:4]=2)[N:8]([C:11]2[CH:16]=[CH:15][CH:14]=[CH:13][CH:12]=2)[N:7]=1)[CH3:18]. Procedure details: Into a 250-mL 3-necked round-bottom flask purged and maintained with an inert atmosphere of nitrogen, was placed a solution of 6-bromo-3-ethyl-1-phenyl-1H-indazole (2 g, 6.64 mmol, 1.00 equiv) in tetrahydrofuran (20 mL). To the resulting mixture was then added a solution of n-BuLi (4 mL, 1.40 equiv) in tetrahydrofuran (5 mL) dropwise with stirring at −78° C. in 5 min. The resulting mixture was stirred for 30 min at the temperature. To the resulting mixture was then added a solution of tripropyl ...